Dataset: the Open Reaction Database (ORD), a public repository of structured organic reaction records. Task: describe an organic reaction: reactants, conditions, products, and yield Reactants: [Li]CCCC, CN(C)S(=O)(=O)n1cnc(CC(C)(C)C)c1, CON(C)C(=O)C(F)(F)c1ccc(-c2ccc(F)cn2)cc1, C1CCOC1. Product: CN(C)S(=O)(=O)n1cc(CC(C)(C)C)nc1C(=O)C(F)(F)c1ccc(-c2ccc(F)cn2)cc1. RXN SMILES: [CH2:1]([Li:2])[CH2:3][CH2:4][CH3:5].[CH3:6][C:7]([CH2:8][c:9]1[n:10][cH:11][n:12]([S:14](=[O:15])(=[O:16])[N:17]([CH3:18])[CH3:19])[cH:13]1)([CH3:20])[CH3:21].[F:22][C:23]([C:24](=[O:25])[N:26]([O:27][CH3:28])[CH3:29])([c:30]1[cH:31][cH:32][c:33](-[c:36]2[n:37][cH:38][c:39]([F:42])[cH:40][cH:41]2)[cH:34][cH:35]1)[F:43].[O:44]1[CH2:45][CH2:46][CH2:47][CH2:48]1>>[CH3:6][C:7]([CH2:8][c:9]1[n:10][c:11]([C:24]([C:23]([F:22])([c:30]2[cH:31][cH:32][c:33](-[c:36]3[n:37][cH:38][c:39]([F:42])[cH:40][cH:41]3)[cH:34][cH:35]2)[F:43])=[O:25])[n:12]([S:14](=[O:15])(=[O:16])[N:17]([CH3:18])[CH3:19])[cH:13]1)([CH3:20])[CH3:21].